Dataset: the Open Reaction Database (ORD), a public repository of structured organic reaction records. Task: describe an organic reaction: reactants, conditions, products, and yield Starting materials: CN(CC1=CC=C(C=C1)C=C)C (N,N-dimethyl-1-(4-vinylphenyl)methanamine), IC1=NN(C2=CC(=CC=C12)C=O)COCC[Si](C)(C)C (3-iodo-1-((2-(trimethylsilyl)ethoxy)methyl)-1H-indazole-6-carbaldehyde). Reaction conditions: temperature 90 celsius. The product is CN(C)CC1=CC=C(/C=C/C2=NN(C3=CC(=CC=C23)C=O)COCC[Si](C)(C)C)C=C1 ((E)-3-(4-((dimethylamino)methyl)styryl)-1-((2-(trimethylsilyl)ethoxy)methyl)-1H-indazole-6-carbaldehyde), gum. Yield: 44.0%. As a reaction SMILES: [CH3:1][N:2]([CH3:12])[CH2:3][C:4]1[CH:9]=[CH:8][C:7]([CH:10]=[CH2:11])=[CH:6][CH:5]=1.I[C:14]1[C:22]2[C:17](=[CH:18][C:19]([CH:23]=[O:24])=[CH:20][CH:21]=2)[N:16]([CH2:25][O:26][CH2:27][CH2:28][Si:29]([CH3:32])([CH3:31])[CH3:30])[N:15]=1>>[CH3:1][N:2]([CH2:3][C:4]1[CH:9]=[CH:8][C:7](/[CH:10]=[CH:11]/[C:14]2[C:22]3[C:17](=[CH:18][C:19]([CH:23]=[O:24])=[CH:20][CH:21]=3)[N:16]([CH2:25][O:26][CH2:27][CH2:28][Si:29]([CH3:32])([CH3:31])[CH3:30])[N:15]=2)=[CH:6][CH:5]=1)[CH3:12]. Reported procedure: The title compound was synthesized according to the method of Example A22A, utilizing N,N-dimethyl-1-(4-vinylphenyl)methanamine (42 mg, 0.26 mmol) and 3-iodo-1-((2-(trimethylsilyl)ethoxy)methyl)-1H-indazole-6-carbaldehyde (70 mg, 0.17 mmol) with heating in a sealed tube at 90° C. overnight instead of with microwave irradiation. Purified by prepTLC (SiO2 10% MeOH/DCM) to provide the title compound to as a pale orange gum (33.4 mg, 44%). 1H NMR (400 MHz, CD3OD) δ ppm 10.13 (s, 1H), 8.27 (m, 2H), 7... The product is NCCCC1CCN(C(c2ccccc2)c2ccccc2)CC1. Reaction SMILES: [CH3:37][CH2:38][OH:39].[NH2:35][NH2:36].[OH2:34].[c:1]1([CH:7]([N:8]2[CH2:9][CH2:10][CH:11]([CH2:14][CH2:15][CH2:16][N:17]3[C:18](=[O:19])[c:20]4[c:21]([cH:22][cH:23][cH:24][cH:25]4)[C:26]3=[O:27])[CH2:12][CH2:13]2)[c:28]2[cH:29][cH:30][cH:31][cH:32][cH:33]2)[cH:2][cH:3][cH:4][cH:5][cH:6]1>>[c:1]1([CH:7]([N:8]2[CH2:9][CH2:10][CH:11]([CH2:14][CH2:15][CH2:16][NH2:17])[CH2:12][CH2:13]2)[c:28]2[cH:29][cH:30][cH:31][cH:32][cH:33]2)[cH:2][cH:3][cH:4][cH:5][cH:6]1. The reactants are CCO, NN, O, O=C1c2ccccc2C(=O)N1CCCC1CCN(C(c2ccccc2)c2ccccc2)CC1.